Dataset: the Open Reaction Database (ORD), a public repository of structured organic reaction records. Task: describe an organic reaction: reactants, conditions, products, and yield Reactants: C(CC)NC(=O)C1=CC=2N(C3=CC=CC=C3SC2C=C1)C(CN1CCCC1)C (N-propyl-10-[1-(1-pyrrolidinyl)-2-propyl]-2-phenothiazinecarboxamide), CI (methyl iodide). The solvent is CC(=O)C (acetone). Run at time 30 minute. Product: [I-].C[N+]1(CCCC1)CC(C)N1C2=CC=CC=C2SC=2C=CC(=CC12)C(NCCC)=O (1-Methyl-1-[2-(2-propylcarbamoyl-10-phenothiazinyl)propyl]pyrrolidinium iodide). As a reaction SMILES: [CH2:1]([NH:4][C:5]([C:7]1[CH:20]=[CH:19][C:18]2[S:17][C:16]3[C:11](=[CH:12][CH:13]=[CH:14][CH:15]=3)[N:10]([CH:21]([CH3:28])[CH2:22][N:23]3[CH2:27][CH2:26][CH2:25][CH2:24]3)[C:9]=2[CH:8]=1)=[O:6])[CH2:2][CH3:3].[CH3:29][I:30]>CC(C)=O>[I-:30].[CH3:29][N+:23]1([CH2:22][CH:21]([N:10]2[C:9]3[CH:8]=[C:7]([C:5](=[O:6])[NH:4][CH2:1][CH2:2][CH3:3])[CH:20]=[CH:19][C:18]=3[S:17][C:16]3[C:11]2=[CH:12][CH:13]=[CH:14][CH:15]=3)[CH3:28])[CH2:27][CH2:26][CH2:25][CH2:24]1 |f:3.4|. Procedure details: A solution of N-propyl-10-[1-(1-pyrrolidinyl)-2-propyl]-2-phenothiazinecarboxamide, L series (1.1 g), and methyl iodide (0.75 cc) in acetone (40 cc) is stirred for 2 days at a temperature in the region of 20° C. The pale yellow solution thereby obtained is concentrated to dryness under reduced pressure (30 mm Hg; 4 kPa) at 40° C. and the light cream-colored meringue-like residue is suspended with stirring for 30 minutes in diethyl ether (50 cc), drained, washed with diethyl ether (3×10 cc) and d... Starting materials: O=C([O-])[O-], CCC(C)=O, CCCCCCCNC(=O)N(C)c1cccc(-c2ccc(CCC(=O)OC)cc2O)c1, CCCCI, [K+], [K+]. The product is CCCCCCCNC(=O)N(C)c1cccc(-c2ccc(CCC(=O)OC)cc2OCCCC)c1. RXN SMILES: [C:37](=[O:38])([O-:39])[O-:40].[CH2:43]([C:44]([CH3:45])=[O:46])[CH3:47].[CH2:6]([CH2:7][CH2:8][CH2:9][CH2:10][CH2:11][CH3:12])[NH:13][C:14]([N:15]([CH3:16])[c:17]1[cH:18][c:19](-[c:23]2[c:24]([OH:35])[cH:25][c:26]([CH2:29][CH2:30][C:31](=[O:32])[O:33][CH3:34])[cH:27][cH:28]2)[cH:20][cH:21][cH:22]1)=[O:36].[I:1][CH2:2][CH2:3][CH2:4][CH3:5].[K+:41].[K+:42]>>[CH2:2]([CH2:3][CH2:4][CH3:5])[O:35][c:24]1[c:23](-[c:19]2[cH:18][c:17]([N:15]([C:14]([NH:13][CH2:6][CH2:7][CH2:8][CH2:9][CH2:10][CH2:11][CH3:12])=[O:36])[CH3:16])[cH:22][cH:21][cH:20]2)[cH:28][cH:27][c:26]([CH2:29][CH2:30][C:31](=[O:32])[O:33][CH3:34])[cH:25]1.